Dataset: the Open Reaction Database (ORD), a public repository of structured organic reaction records. Task: describe an organic reaction: reactants, conditions, products, and yield Reactants: C(C)(=O)CC(C)=O (Acetylacetone), [N+](=O)([O-])C=1C=C(N)C=CC1 (3-nitroaniline), C1(=CC=C(C=C1)S(=O)(=O)O)C (4-toluenesulfonic acid). Run in C1(=CC=CC=C1)C (toluene). The product is [N+](=O)([O-])C=1C=C(C=CC1)NC(=CC(C)=O)C (4-[(3-Nitrophenyl)amino]-3-penten-2-one). Reaction SMILES: [C:1]([CH2:4][C:5](=[O:7])[CH3:6])(=O)[CH3:2].[N+:8]([C:11]1[CH:12]=[C:13]([CH:15]=[CH:16][CH:17]=1)[NH2:14])([O-:10])=[O:9].C1(C)C=CC(S(O)(=O)=O)=CC=1>C1(C)C=CC=CC=1>[N+:8]([C:11]1[CH:12]=[C:13]([NH:14][C:1]([CH3:2])=[CH:4][C:5](=[O:7])[CH3:6])[CH:15]=[CH:16][CH:17]=1)([O-:10])=[O:9]. Procedure: 36.24 g (362 mmol) Acetylacetone, 10.00 g (72 mmol) 3-nitroaniline, and 1.25 g (7.2 mmol) 4-toluenesulfonic acid are dissolved in 100 ml toluene. The reaction mixture is refluxed overnight with a Dean-Stark trap to remove water. After cooling down to room temperature, the solvent is removed in vacuo and the residue is purified by column chromatography on silica with eluent dichloromethane. Starting materials: C(CC(O)(C(=O)O)CC(=O)O)(=O)O (citric acid), C(C)(C)(C)OC(=O)N[C@H]([C@@H](/C=C/C(=O)OC)O)CC1=CC=CC=C1 (trans-(4R,5S)-Methyl 5-(t-Butyloxycarbonylamino)-4-hydroxy-6-phenyl-2-hexenoate), C(C)(C)N(CC)C(C)C (diisopropylethylamine), CS(=O)(=O)Cl (methanesulfonyl chloride). Solvent: ClCCl (dichloromethane). Conditions: time 20 minute. Product: C(C)(C)(C)OC(=O)N[C@H]([C@@H](/C=C/C(=O)OC)OS(=O)(=O)C)CC1=CC=CC=C1 (trans-(4R,5S)-Methyl 5-(t-Butyloxycarbonylamino)-4-(methanesulfonyloxy)-6-phenyl-2-hexenoate). As a reaction SMILES: [C:1]([O:5][C:6]([NH:8][C@@H:9]([CH2:18][C:19]1[CH:24]=[CH:23][CH:22]=[CH:21][CH:20]=1)[C@H:10]([OH:17])/[CH:11]=[CH:12]/[C:13]([O:15][CH3:16])=[O:14])=[O:7])([CH3:4])([CH3:3])[CH3:2].C(N(C(C)C)CC)(C)C.[CH3:34][S:35](Cl)(=[O:37])=[O:36].C(O)(=O)CC(CC(O)=O)(C(O)=O)O>ClCCl>[C:1]([O:5][C:6]([NH:8][C@@H:9]([CH2:18][C:19]1[CH:20]=[CH:21][CH:22]=[CH:23][CH:24]=1)[C@H:10]([O:17][S:35]([CH3:34])(=[O:37])=[O:36])/[CH:11]=[CH:12]/[C:13]([O:15][CH3:16])=[O:14])=[O:7])([CH3:4])([CH3:2])[CH3:3]. Procedure details: A solution of 0.44 g (1.3 mmol) of the resultant compound of Example 6 and 0.91 ml (5.2 mmol) of diisopropylethylamine in 20 ml of anhydrous dichloromethane was cooled under N2 atmosphere to -20° C. and treated with 0.2 ml (2.6 mmol) of methanesulfonyl chloride. After 20 minutes, the mixture was treated with 10 % aqueous citric acid, extracted with methylene chloride, dried over sodium sulfate and concentrated in vacuo. Silica gel chromatography provided the desired product. 1H NMR (CDCl3) δ 1.3... Reactants: CC(N)c1cccc(C#N)c1, CCOP(=O)(CC(O)CCl)CC1CCCCC1, CCO. Product: CCOP(=O)(CC(O)CNC(C)c1cccc(C#N)c1)CC1CCCCC1. Reaction SMILES: [C:18](#[N:19])[c:20]1[cH:21][c:22]([CH:26]([CH3:27])[NH2:28])[cH:23][cH:24][cH:25]1.[CH2:1]([CH3:2])[O:3][P:4](=[O:5])([CH2:6][CH:7]1[CH2:8][CH2:9][CH2:10][CH2:11][CH2:12]1)[CH2:13][CH:14]([CH2:15][Cl:16])[OH:17].[CH3:29][CH2:30][OH:31]>>[CH2:1]([CH3:2])[O:3][P:4](=[O:5])([CH2:6][CH:7]1[CH2:8][CH2:9][CH2:10][CH2:11][CH2:12]1)[CH2:13][CH:14]([CH2:15][NH:28][CH:26]([c:22]1[cH:21][c:20]([C:18]#[N:19])[cH:25][cH:24][cH:23]1)[CH3:27])[OH:17]. Reactants: O=C([O-])[O-], CCC(C)=O, ClCCN1CCOCC1, Cl, [I-], [K+], [K+], [Na+], CC(=O)c1ccc(O)cc1C. Product: CC(=O)c1ccc(OCCN2CCOCC2)cc1C. As a reaction SMILES: [C:24](=[O:25])([O-:26])[O-:27].[CH3:30][C:31](=[O:32])[CH2:33][CH3:34].[Cl:14][CH2:15][CH2:16][N:17]1[CH2:18][CH2:19][O:20][CH2:21][CH2:22]1.[ClH:23].[I-:13].[K+:28].[K+:29].[Na+:12].[OH:1][c:2]1[cH:3][c:4]([CH3:11])[c:5]([C:8]([CH3:9])=[O:10])[cH:6][cH:7]1>>[O:1]([c:2]1[cH:3][c:4]([CH3:11])[c:5]([C:8]([CH3:9])=[O:10])[cH:6][cH:7]1)[CH2:15][CH2:16][N:17]1[CH2:18][CH2:19][O:20][CH2:21][CH2:22]1. Starting materials: [BH4-], COCN1c2cc(C(=O)OC)ccc2Sc2c(C#N)ccnc21, [Li+], C1CCOC1. The product is COCN1c2cc(CO)ccc2Sc2c(C#N)ccnc21. As a reaction SMILES: [BH4-:24].[C:1](#[N:2])[c:3]1[cH:4][cH:5][n:6][c:7]2[c:8]1[S:9][c:10]1[c:11]([cH:16][c:17]([C:20](=[O:21])[O:22][CH3:23])[cH:18][cH:19]1)[N:12]2[CH2:13][O:14][CH3:15].[Li+:25].[O:26]1[CH2:27][CH2:28][CH2:29][CH2:30]1>>[C:1](#[N:2])[c:3]1[cH:4][cH:5][n:6][c:7]2[c:8]1[S:9][c:10]1[c:11]([cH:16][c:17]([CH2:20][OH:21])[cH:18][cH:19]1)[N:12]2[CH2:13][O:14][CH3:15]. Starting materials: C1(CC1)\C(\C)=N\S(=O)C(C)(C)C ((E)-N-(1-cyclopropylethylidene)-2-methylpropane-2-sulfinamide), BrCC(=O)OCC (ethyl 2-bromoacetate), aqueous solution, Cl (HCl). The reagents and catalysts are [Zn] (zinc), [Zn] (zinc), [Cu]Cl (copper (I) chloride). The solvent is C1CCOC1 (THF), C1CCOC1 (THF), C1CCOC1 (THF). Reaction conditions: temperature 0 celsius. Yields the product C(C)(C)(C)S(=O)NC(CC(=O)OCC)(C)C1CC1 (ethyl 3-(tert-butylsulfinylamino)-3-cyclopropyl-butanoate). Isolated yield 78.9%. Reaction SMILES: Cl.Br[CH2:3][C:4]([O:6][CH2:7][CH3:8])=[O:5].[CH:9]1(/[C:12](=[N:14]/[S:15]([C:17]([CH3:20])([CH3:19])[CH3:18])=[O:16])/[CH3:13])[CH2:11][CH2:10]1>C1COCC1.[Zn].[Cu]Cl>[C:17]([S:15]([NH:14][C:12]([CH:9]1[CH2:11][CH2:10]1)([CH3:13])[CH2:3][C:4]([O:6][CH2:7][CH3:8])=[O:5])=[O:16])([CH3:18])([CH3:19])[CH3:20]. Procedure details: To a flask containing zinc (Note: the zinc powder was activated by stirring 10 gr in 20 mL of 2.0M aqueous solution HCl (caution: strong exotherm occurs)) (3.49 g, 53.4 mmol) and copper (I) chloride (529 mg, 5.34 mmol) under a stream of argon was added dry THF (10.0 ml), the suspension was stirred at reflux for 30 minutes then the heating bath was removed. Slow addition of a solution of ethyl 2-bromoacetate (1.78 g, 10.7 mmol, Eq: 2.0) in dry THF (5.00 ml) (caution: reaction exothermic), when ad... Starting materials: C(C)(C)(C)OC(=O)N1C(=NC2=C1C=CC(=C2)NC(=O)OC2=CC=CC=C2)N(C)C(C)C (tert-butyl-2-[isopropyl(methyl)amino]-5-[(phenoxycarbonyl)amino]-1H-benzimidazole-1-carboxylate), C(C)(C)N(C1=NC2=C(N1C(=O)OC(C)(C)C)C=C(C=C2)NC(=O)OC2=CC=CC=C2)C (tert-butyl 2-[isopropyl(methyl) amino]-6-[(phenoxycarbonyl)amino]-1H-benzimidazole-1-carboxylate), Cl.FC1=CC=C(C=C1)C1CCNCC1 (4-(4-fluorophenyl)piperidine hydrochloride), [OH-].[Na+] (NaOH). The solvent is C(Cl)(Cl)Cl (chloroform), C(C)N(CC)CC (triethylamine), O (water). Run at temperature 60 celsius. Yields the product FC1=CC=C(C=C1)C1CCN(CC1)C(=O)NC=1C=CC2=C(NC(=N2)N(C)C(C)C)C1 (4-(4-fluorophenyl)-N-{2-[isopropyl(methyl)-amino]-1H-benzimidazol-6-yl}-1-piperidinecarboxamide). The yield is 7.6%. As a reaction SMILES: C(OC([N:8]1[C:12]2[CH:13]=[CH:14][C:15]([NH:17][C:18]([O:20]C3C=CC=CC=3)=O)=[CH:16][C:11]=2[N:10]=[C:9]1[N:27]([CH:29]([CH3:31])[CH3:30])[CH3:28])=O)(C)(C)C.C(N(C)C1N(C(OC(C)(C)C)=O)C2C=C(NC(OC3C=CC=CC=3)=O)C=CC=2N=1)(C)C.Cl.[F:64][C:65]1[CH:70]=[CH:69][C:68]([CH:71]2[CH2:76][CH2:75][NH:74][CH2:73][CH2:72]2)=[CH:67][CH:66]=1.[OH-].[Na+]>C(Cl)(Cl)Cl.O.C(N(CC)CC)C>[F:64][C:65]1[CH:70]=[CH:69][C:68]([CH:71]2[CH2:72][CH2:73][N:74]([C:18]([NH:17][C:15]3[CH:14]=[CH:13][C:12]4[N:8]=[C:9]([N:27]([CH:29]([CH3:30])[CH3:31])[CH3:28])[NH:10][C:11]=4[CH:16]=3)=[O:20])[CH2:75][CH2:76]2)=[CH:67][CH:66]=1 |f:2.3,4.5|. Reported procedure: To a solution of said mixture (157 mg of tert-butyl-2-[isopropyl(methyl)amino]-5-[(phenoxycarbonyl)amino]-1H-benzimidazole-1-carboxylate and tert-butyl 2-[isopropyl(methyl) amino]-6-[(phenoxycarbonyl)amino]-1H-benzimidazole-1-carboxylate in chloroform (3 ml), 4-(4-fluorophenyl)piperidine hydrochloride (76 mg) and triethylamine (0.16 ml) were added and heated at 60° C. for 1.5 hours. The reaction liquid was cooled and after addition of water, extracted with chloroform. The organic layer was washe...